This data is from the Open Reaction Database (ORD), a public repository of structured organic reaction records. The task is: describe an organic reaction: reactants, conditions, products, and yield Starting materials: CCOCC(O)Cn1nc2c(-c3ccc(Cl)cc3)c(-c3ccc(Cl)cc3)cnn2c1=O, ClCCl. Yields the product CCOCC(=O)Cn1nc2c(-c3ccc(Cl)cc3)c(-c3ccc(Cl)cc3)cnn2c1=O. RXN SMILES: [Cl:1][c:2]1[cH:3][cH:4][c:5](-[c:8]2[c:9](-[c:25]3[cH:26][cH:27][c:28]([Cl:31])[cH:29][cH:30]3)[c:10]3[n:11]([n:12][cH:13]2)[c:14](=[O:24])[n:15]([CH2:17][CH:18]([CH2:19][O:20][CH2:21][CH3:22])[OH:23])[n:16]3)[cH:6][cH:7]1.[Cl:32][CH2:33][Cl:34]>>[Cl:1][c:2]1[cH:3][cH:4][c:5](-[c:8]2[c:9](-[c:25]3[cH:26][cH:27][c:28]([Cl:31])[cH:29][cH:30]3)[c:10]3[n:11]([n:12][cH:13]2)[c:14](=[O:24])[n:15]([CH2:17][C:18]([CH2:19][O:20][CH2:21][CH3:22])=[O:23])[n:16]3)[cH:6][cH:7]1.